describe an organic reaction: reactants, conditions, products, and yield From a dataset of the Open Reaction Database (ORD), a public repository of structured organic reaction records. Reaction SMILES: [Ag:35]=[O:36].[CH3:25][C:26]#[N:27].[CH3:29][CH2:30][O:31][C:32](=[O:33])[CH3:34].[I:23][CH3:24].[OH2:28].[OH:1][CH2:2][CH:3]([CH3:4])[c:5]1[cH:6][cH:7][c:8]([N:11]2[C:12](=[O:22])[c:13]3[cH:14][c:15]([O:20][CH3:21])[cH:16][cH:17][c:18]3[CH2:19]2)[cH:9][cH:10]1>>[O:1]([CH2:2][CH:3]([CH3:4])[c:5]1[cH:6][cH:7][c:8]([N:11]2[C:12](=[O:22])[c:13]3[cH:14][c:15]([O:20][CH3:21])[cH:16][cH:17][c:18]3[CH2:19]2)[cH:9][cH:10]1)[CH3:24]. The product is COCC(C)c1ccc(N2Cc3ccc(OC)cc3C2=O)cc1. The reactants are O=[Ag], CC#N, CCOC(C)=O, CI, O, COc1ccc2c(c1)C(=O)N(c1ccc(C(C)CO)cc1)C2. Starting materials: COC=1C=C(C=CC1B1OC(C(O1)(C)C)(C)C)N1N=CC=C1 (1-(3-methoxy-4-(4,4,5,5-tetramethyl-1,3,2-dioxaborolan-2-yl)phenyl)-1H-pyrazole), COC=1C=C(C=CC1B1OC(C(O1)(C)C)(C)C)N1N=CC=C1 (1-(3-methoxy-4-(4,4,5,5-tetramethyl-1,3,2-dioxaborolan-2-yl)phenyl)-1H-pyrazole), BrC1=NN=C(S1)N(C1CC(NC(C1)(C)C)(C)C)C (5-bromo-N-methyl-N-(2,2,6,6-tetramethylpiperidin-4-yl)-1,3,4-thiadiazol-2-amine), BrC1=NN=C(S1)N(C1CC(NC(C1)(C)C)(C)C)C (5-bromo-N-methyl-N-(2,2,6,6-tetramethylpiperidin-4-yl)-1,3,4-thiadiazol-2-amine), C(=O)([O-])[O-].[Na+].[Na+] (Na2CO3). Reagents/catalysts: C=1C=CC(=CC1)[P](C=2C=CC=CC2)(C=3C=CC=CC3)[Pd]([P](C=4C=CC=CC4)(C=5C=CC=CC5)C=6C=CC=CC6)([P](C=7C=CC=CC7)(C=8C=CC=CC8)C=9C=CC=CC9)[P](C=1C=CC=CC1)(C=1C=CC=CC1)C=1C=CC=CC1 (Pd(PPh3)4). Solvent: O (water), CO (MeOH), CO (MeOH), CO (MeOH), O1CCOCC1 (dioxane). Reaction conditions: temperature 120 celsius, time 2.5 hour. Yields the product COC1=C(C=CC(=C1)N1N=CC=C1)C1=NN=C(S1)N(C1CC(NC(C1)(C)C)(C)C)C (5-(2-Methoxy-4-(1H-pyrazol-1-yl)phenyl)-N-methyl-N-(2,2,6,6-tetramethylpiperidin-4-yl)-1,3,4-thiadiazol-2-amine), solid. Isolated yield 48.0%. RXN SMILES: [CH3:1][O:2][C:3]1[CH:4]=[C:5]([N:18]2[CH:22]=[CH:21][CH:20]=[N:19]2)[CH:6]=[CH:7][C:8]=1B1OC(C)(C)C(C)(C)O1.Br[C:24]1[S:28][C:27]([N:29]([CH3:40])[CH:30]2[CH2:35][C:34]([CH3:37])([CH3:36])[NH:33][C:32]([CH3:39])([CH3:38])[CH2:31]2)=[N:26][N:25]=1.C([O-])([O-])=O.[Na+].[Na+]>O1CCOCC1.O.CO.C1C=CC([P]([Pd]([P](C2C=CC=CC=2)(C2C=CC=CC=2)C2C=CC=CC=2)([P](C2C=CC=CC=2)(C2C=CC=CC=2)C2C=CC=CC=2)[P](C2C=CC=CC=2)(C2C=CC=CC=2)C2C=CC=CC=2)(C2C=CC=CC=2)C2C=CC=CC=2)=CC=1>[CH3:1][O:2][C:3]1[CH:4]=[C:5]([N:18]2[CH:22]=[CH:21][CH:20]=[N:19]2)[CH:6]=[CH:7][C:8]=1[C:24]1[S:28][C:27]([N:29]([CH3:40])[CH:30]2[CH2:35][C:34]([CH3:36])([CH3:37])[NH:33][C:32]([CH3:39])([CH3:38])[CH2:31]2)=[N:26][N:25]=1 |f:2.3.4,^1:59,61,80,99|. Procedure details: To a stirred suspension of 1-(3-methoxy-4-(4,4,5,5-tetramethyl-1,3,2-dioxaborolan-2-yl)phenyl)-1H-pyrazole (Intermediate 1) (297 mg, 0.990 mmol) and 5-bromo-N-methyl-N-(2,2,6,6-tetramethylpiperidin-4-yl)-1,3,4-thiadiazol-2-amine (Intermediate 4) (300 mg, 0.900 mmol) in dioxane (4 mL) was added Pd(PPh3)4 (52 mg, 0.045 mmol) followed by a solution of Na2CO3 (191 mg, 1.800 mmol) in water (1 mL). The resulting mixture was purged with nitrogen, sealed, and heated at 120° C. for 30 minutes under micro...